From a dataset of the Open Reaction Database (ORD), a public repository of structured organic reaction records. describe an organic reaction: reactants, conditions, products, and yield Reactants: O (water), C([O-])([O-])=O.[K+].[K+] (potassium carbonate), BrCC(=O)OC(C)(C)C (t-butyl bromoacetate), OC1=CC=C(C=C1)C=1C=CC2=C(C=C(CCS2(=O)=O)C(=O)NC2=CC=C(C=C2)CN(C2CCOCC2)C)C1 (7-(4-hydroxyphenyl)-N-[4-[[N-methyl-N-(tetrahydropyran-4-yl)amino]methyl]phenyl]-1,1-dioxo-2,3-dihydro-1-benzothiepine-4-carboxamide). The solvent is CN(C)C=O (DMF). Run at time 30 minute. Yields the product C(C)(C)(C)OC(=O)COC1=CC=C(C=C1)C=1C=CC2=C(C=C(CCS2(=O)=O)C(=O)NC2=CC=C(C=C2)CN(C2CCOCC2)C)C1 (7-[4-(t-butoxycarbonylmethoxy)phenyl]-N-[4-[[N-methyl-N-(tetrahydropyran-4-yl)amino]methyl]phenyl]-1,1-dioxo-2,3-dihydro-1-benzothiepine-4-carboxamide). Reaction SMILES: [OH:1][C:2]1[CH:7]=[CH:6][C:5]([C:8]2[CH:9]=[CH:10][C:11]3[S:17](=[O:19])(=[O:18])[CH2:16][CH2:15][C:14]([C:20]([NH:22][C:23]4[CH:28]=[CH:27][C:26]([CH2:29][N:30]([CH3:37])[CH:31]5[CH2:36][CH2:35][O:34][CH2:33][CH2:32]5)=[CH:25][CH:24]=4)=[O:21])=[CH:13][C:12]=3[CH:38]=2)=[CH:4][CH:3]=1.C(=O)([O-])[O-].[K+].[K+].Br[CH2:46][C:47]([O:49][C:50]([CH3:53])([CH3:52])[CH3:51])=[O:48].O>CN(C=O)C>[C:50]([O:49][C:47]([CH2:46][O:1][C:2]1[CH:7]=[CH:6][C:5]([C:8]2[CH:9]=[CH:10][C:11]3[S:17](=[O:19])(=[O:18])[CH2:16][CH2:15][C:14]([C:20]([NH:22][C:23]4[CH:28]=[CH:27][C:26]([CH2:29][N:30]([CH3:37])[CH:31]5[CH2:36][CH2:35][O:34][CH2:33][CH2:32]5)=[CH:25][CH:24]=4)=[O:21])=[CH:13][C:12]=3[CH:38]=2)=[CH:4][CH:3]=1)=[O:48])([CH3:53])([CH3:52])[CH3:51] |f:1.2.3|. Procedure details: In DMF (4.8 ml) was dissolved 7-(4-hydroxyphenyl)-N-[4-[[N-methyl-N-(tetrahydropyran-4-yl)amino]methyl]phenyl]-1,1-dioxo-2,3-dihydro-1-benzothiepine-4-carboxamide (320 mg). To the mixture was added potassium carbonate (96 mg), and the mixture was stirred at room temperature for 30 minutes. To the mixture was added t-butyl bromoacetate (0.093 ml), and the mixture was stirred at room temperature for 4 hours. The mixture was added to water, and the mixture was extracted with ethyl acetate/THF, wash... Starting materials: O=C([O-])[O-], [Cs+], [Cs+], O=C(c1ccc(Br)cn1)N1CCC1, COC(=O)c1cc(O)cc(OC2CCN(C)C2=O)c1. The product is COC(=O)c1cc(Oc2ccc(C(=O)N3CCC3)nc2)cc(OC2CCN(C)C2=O)c1. RXN SMILES: [C:33](=[O:34])([O-:35])[O-:36].[Cs+:37].[Cs+:38].[N:20]1([C:24](=[O:25])[c:26]2[n:27][cH:28][c:29]([Br:32])[cH:30][cH:31]2)[CH2:21][CH2:22][CH2:23]1.[OH:1][c:2]1[cH:3][c:4]([C:5](=[O:6])[O:7][CH3:8])[cH:9][c:10]([O:12][CH:13]2[C:14](=[O:19])[N:15]([CH3:18])[CH2:16][CH2:17]2)[cH:11]1>>[O:1]([c:2]1[cH:3][c:4]([C:5](=[O:6])[O:7][CH3:8])[cH:9][c:10]([O:12][CH:13]2[C:14](=[O:19])[N:15]([CH3:18])[CH2:16][CH2:17]2)[cH:11]1)[c:29]1[cH:28][n:27][c:26]([C:24]([N:20]2[CH2:21][CH2:22][CH2:23]2)=[O:25])[cH:31][cH:30]1. Reactants: C1(CC1)C(=O)CN1C(C(C(N(C2=C1C=CC=C2)CC(=O)C2CC2)=O)NC(=O)OC(C)(C)C)=O (1,5-bis-(cyclopropylcarbonylmethyl)-3-(t-butoxycarbonylamino)-1H-1,5-benzodiazepine-2,4(3H,5H)-dione), Cl (HCl). Run in C(C)(=O)OCC (ethyl acetate), C(C)(=O)OCC (ethyl acetate). Run at time 15 hour. Yields the product C1(CC1)C(=O)CN1C(C(C(N(C2=C1C=CC=C2)CC(=O)C2CC2)=O)N)=O (1,5-Bis-(cyclopropylcarbonylmethyl)-3-amino-1H-1,5-benzodiazepine-2,4(3H,5H)-dione). RXN SMILES: [CH:1]1([C:4]([CH2:6][N:7]2[C:13]3[CH:14]=[CH:15][CH:16]=[CH:17][C:12]=3[N:11]([CH2:18][C:19]([CH:21]3[CH2:23][CH2:22]3)=[O:20])[C:10](=[O:24])[CH:9]([NH:25]C(OC(C)(C)C)=O)[C:8]2=[O:33])=[O:5])[CH2:3][CH2:2]1.Cl>C(OCC)(=O)C>[CH:21]1([C:19]([CH2:18][N:11]2[C:12]3[CH:17]=[CH:16][CH:15]=[CH:14][C:13]=3[N:7]([CH2:6][C:4]([CH:1]3[CH2:2][CH2:3]3)=[O:5])[C:8](=[O:33])[CH:9]([NH2:25])[C:10]2=[O:24])=[O:20])[CH2:22][CH2:23]1. Procedure: To a solution of previously prepared 1,5-bis-(cyclopropylcarbonylmethyl)-3-(t-butoxycarbonylamino)-1H-1,5-benzodiazepine-2,4(3H,5H)-dione 14 h (3.188 g) in ethyl acetate (16 ml) is added a solution of 4N HCl in ethyl acetate (14 ml) under ice-cooling. After stirring the reaction mixture for 15 hr at room temperature, crystalline preparations are filtered off. The resultant crystals are dissolved into methylene chloride/methanol (5:1) and washed with saturated aqueous sodium hydrogencarbonate sol... Starting materials: CN1CCC=2C=C(C(=C3C2[C@@H]1CC=4C3=CC(=C(C4)O)OC)OC)O (boldine), CN(C)C=O (DMF), C(C1=CC=CC=C1)Cl (benzyl chloride). Product: compound ( 5 ), CN(CCC1=CC(=C(C2=C1C=CC3=CC(=C(C=C32)OC)O)OC)O)CC4=CC=CC=C4 (N-benzylsecoboldine). As a reaction SMILES: [CH3:1][N:2]1[C@H:11]2[CH2:12][C:13]3[C:14](=[CH:15][C:16]([O:20][CH3:21])=[C:17]([OH:19])[CH:18]=3)[C:9]3[C:10]2=[C:5]([CH:6]=[C:7]([OH:24])[C:8]=3[O:22][CH3:23])[CH2:4][CH2:3]1.C(Cl)[C:26]1[CH:31]=[CH:30][CH:29]=[CH:28][CH:27]=1.[CH3:33]N(C=O)C>>[CH3:33][N:2]([CH2:1][C:26]1[CH:31]=[CH:30][CH:29]=[CH:28][CH:27]=1)[CH2:11][CH2:12][C:13]1[C:14]2[CH:9]=[CH:10][C:5]3[C:4]([C:15]=2[C:16]([O:20][CH3:21])=[C:17]([OH:19])[CH:18]=1)=[CH:3][C:8]([O:22][CH3:23])=[C:7]([OH:24])[CH:6]=3. Reported procedure: 1 g of boldine was dissolved in 30 ml of (DMF), the mixture was reacted with 1.2 ml of benzyl chloride at 100°-110° C. for 2 hrs. The residue obtained after evaporation under reduced pressure was purified to give the pure compound (5) N-benzylsecoboldine. Reported procedure: To a solution of 8-cyclopentyl-2-chloro-1-propyl-1,7-dihydro-purin-6-one (0.10 g, 0.357 mmol) in N-methylpyrrolidone (2 ml) was added glycine ethyl ester (0.074 g, 0.532 mmol) followed by diisopropyl ethylamine (0.18 ml, 1.07 mmol). The resulting reaction mixture was heated at 130° C. overnight. To the reaction mixture was added ethyl acetate followed by water. The layers were separated. The ethyl acetate layer was washed thrice with water. The organic layer was dried over anhydrous sodium sulph... Conditions: temperature 130 celsius. As a reaction SMILES: [CH:1]1([C:6]2[NH:14][C:13]3[C:12](=[O:15])[N:11]([CH2:16][CH2:17][CH3:18])[C:10](Cl)=[N:9][C:8]=3[N:7]=2)[CH2:5][CH2:4][CH2:3][CH2:2]1.[CH2:20]([O:22][C:23](=[O:26])[CH2:24][NH2:25])[CH3:21].C(N(C(C)C)CC)(C)C.C(OCC)(=O)C>CN1CCCC1=O.O>[CH2:20]([O:22][C:23](=[O:26])[CH2:24][NH:25][C:10]1[N:11]([CH2:16][CH2:17][CH3:18])[C:12](=[O:15])[C:13]2[NH:14][C:6]([CH:1]3[CH2:5][CH2:4][CH2:3][CH2:2]3)=[N:7][C:8]=2[N:9]=1)[CH3:21]. The reactants are C1(CCCC1)C1=NC=2N=C(N(C(C2N1)=O)CCC)Cl (8-cyclopentyl-2-chloro-1-propyl-1,7-dihydro-purin-6-one), C(C)OC(CN)=O (glycine ethyl ester), C(C)(=O)OCC (ethyl acetate), C(C)(C)N(CC)C(C)C (diisopropyl ethylamine). Yields the product C(C)OC(CNC=1N(C(C=2NC(=NC2N1)C1CCCC1)=O)CCC)=O ((8-Cyclopentyl-6-oxo-1-propyl-6,7-dihydro-1H-purin-2-ylamino)-acetic acid ethyl ester). The solvent is CN1C(CCC1)=O (N-methylpyrrolidone), O (water). The yield is 48.4%.